This data is from the Open Reaction Database (ORD), a public repository of structured organic reaction records. The task is: describe an organic reaction: reactants, conditions, products, and yield Reactants: CO, O=C(O)c1ccc(F)c([N+](=O)[O-])c1, O=S(=O)(O)O. The product is COC(=O)c1ccc(F)c([N+](=O)[O-])c1. As a reaction SMILES: [CH3:19][OH:20].[F:1][c:2]1[c:3]([N+:11](=[O:12])[O-:13])[cH:4][c:5]([C:6](=[O:7])[OH:8])[cH:9][cH:10]1.[S:14](=[O:15])(=[O:16])([OH:17])[OH:18]>>[F:1][c:2]1[c:3]([N+:11](=[O:12])[O-:13])[cH:4][c:5]([C:6]([O:7][CH3:19])=[O:8])[cH:9][cH:10]1. Reactants: C1(=CC=CC=C1)NN (Phenylhydrazine), C(C=C)(=O)N (acrylamide), [OH-].[K+] (potassium hydroxide). The reagents and catalysts are [Br-].C(CCC)[N+](CCCC)(CCCC)CCCC (tetrabutylammonium bromide). Yields the product C1(=CC=CC=C1)N1NC(CC1)=O (1-phenyl-3-pyrazolidone). As a reaction SMILES: [C:1]1([NH:7][NH2:8])[CH:6]=[CH:5][CH:4]=[CH:3][CH:2]=1.[C:9](N)(=[O:12])[CH:10]=[CH2:11].[OH-].[K+]>[Br-].C([N+](CCCC)(CCCC)CCCC)CCC>[C:1]1([N:7]2[CH2:11][CH2:10][C:9](=[O:12])[NH:8]2)[CH:6]=[CH:5][CH:4]=[CH:3][CH:2]=1 |f:2.3,4.5|. Reported procedure: Phenylhydrazine (10.8 g, 0.1 mol), and acrylamide (7.8 g, 0.11 mol), pulverized potassium hydroxide (12.5 g, 0.22) and a catalytic amount of tetrabutylammonium bromide is refluxed for 30 minutes. The precipitate is filtered and washed with toluene. The crystalline sold is dissolved in water. Acidification with acetic acid, filtration and drying gives 1-phenyl-3-pyrazolidone.